This data is from the Open Reaction Database (ORD), a public repository of structured organic reaction records. The task is: describe an organic reaction: reactants, conditions, products, and yield Reactants: CN(C1=CC=CC=C1)C (N,N-dimethylaniline), CN1N=C(C2=C1N=CNC2=O)C=2OC(=CC2)[N+](=O)[O-] (1-methyl-3-(5-nitro-2-furyl)-1H-pyrazolo[3,4-d]pyrimidin-4(5H)-one), P(=O)(Cl)(Cl)Cl (phosphorus oxychloride), ice. Yields the product ClC1=C2C(=NC=N1)N(N=C2C=2OC(=CC2)[N+](=O)[O-])C (4-chloro-1-methyl-3-(5-nitro-2-furyl)-1H-pyrazolo[3,4-d]pyrimidine). Reaction SMILES: [CH3:1][N:2]1[C:6]2[N:7]=[CH:8][NH:9][C:10](=O)[C:5]=2[C:4]([C:12]2[O:13][C:14]([N+:17]([O-:19])=[O:18])=[CH:15][CH:16]=2)=[N:3]1.CN(C)C1C=CC=CC=1.P(Cl)(Cl)([Cl:31])=O>>[Cl:31][C:10]1[N:9]=[CH:8][N:7]=[C:6]2[N:2]([CH3:1])[N:3]=[C:4]([C:12]3[O:13][C:14]([N+:17]([O-:19])=[O:18])=[CH:15][CH:16]=3)[C:5]=12. Procedure: To a mixture of 5.0 grams of 1-methyl-3-(5-nitro-2-furyl)-1H-pyrazolo[3,4-d]pyrimidin-4(5H)-one and 100 milliliters of phosphorus oxychloride was slowly added 48 grams of N,N-dimethylaniline. The mixture was heated under reflux for two hours, cooled and carefully added to 1 kilogram of crushed ice. The crystalline product was collected, washed with ether and dried. Recrystallisation from ethyl acetate gave 4-chloro-1-methyl-3-(5-nitro-2-furyl)-1H-pyrazolo[3,4-d]pyrimidine having melting point 19...